Dataset: the Open Reaction Database (ORD), a public repository of structured organic reaction records. Task: describe an organic reaction: reactants, conditions, products, and yield Starting materials: Hastelloy, O=C(CC(=O)OC)CCCCC (methyl 3-oxooctanoate), CO (methanol), Ru2Cl4 ((-)-(T)BINAP)2Et3N, [H][H] (hydrogen). Reagents/catalysts: [Ru] (ruthenium). Solvent: C(Cl)Cl (methylene chloride). The product is O[C@H](CC(=O)OC)CCCCC (methyl (S)-3-hydroxyoctanoate). The yield is 95.9%. As a reaction SMILES: [O:1]=[C:2]([CH2:8][CH2:9][CH2:10][CH2:11][CH3:12])[CH2:3][C:4]([O:6][CH3:7])=[O:5].CO.[H][H]>C(Cl)Cl.[Ru]>[OH:1][C@@H:2]([CH2:8][CH2:9][CH2:10][CH2:11][CH3:12])[CH2:3][C:4]([O:6][CH3:7])=[O:5]. Reported procedure: Into a 100-ml autoclave (made of Hastelloy) were introduced 20 g of methyl 3-oxooctanoate (manufactured by Inoue Perfumery Mfg. Co., Ltd.) and 50 ml of methanol. The atmosphere in the autoclave was replaced with nitrogen gas. Thereto was added a solution prepared by dissolving 140 mg of Ru2Cl4 ((-)-(T)BINAP)2Et3N as a ruthenium-optically active phosphine complex in 1.0 ml of methylene chloride. Asymmetric hydrogenation was conducted at a reaction temperature of 65° C. and a hydrogen pressure of ... Starting materials: ClC(Cl)(Cl)Cl, Cc1cnc(Oc2cccc(C(F)(F)F)c2)nc1. The product is FC(F)(F)c1cccc(Oc2ncc(C(Cl)(Cl)Cl)cn2)c1. As a reaction SMILES: [C:19]([Cl:20])([Cl:21])([Cl:22])[Cl:23].[CH3:1][c:2]1[cH:3][n:4][c:5]([O:8][c:9]2[cH:10][c:11]([C:15]([F:16])([F:17])[F:18])[cH:12][cH:13][cH:14]2)[n:6][cH:7]1>>[c:2]1([C:19]([Cl:20])([Cl:21])[Cl:23])[cH:3][n:4][c:5]([O:8][c:9]2[cH:10][c:11]([C:15]([F:16])([F:17])[F:18])[cH:12][cH:13][cH:14]2)[n:6][cH:7]1. Starting materials: NC=1C2=C(N=CN1)NC=C2C2=CC=C(C=C2)OC2=CC=CC=C2 (4-amino-5-(4-phenoxyphenyl)-7H-pyrrolo[2,3-d]pyrimidine), [H-].[Na+] (NaH), CC1=CC=C(C=C1)S(=O)(=O)OC1CN(CC1)C(=O)OC(C)(C)C (tert-butyl 3-[(4-methylphenyl)sulfonyl]oxy-1-pyrrolidinecarboxylate). The solvent is CCOC(=O)C.CO (EtOAc MeOH), CN(C)C=O (DMF). Run at time 1 hour. Yields the product NC=1C2=C(N=CN1)N(C=C2C2=CC=C(C=C2)OC2=CC=CC=C2)C2CN(CC2)C(=O)OC(C)(C)C (tert-butyl 3-[4-amino-5-(4-phenoxyphenyl)-7H-pyrrolo[2,3-d]pyrimidin-7-yl]-1-pyrrolidinecarboxylate). The yield is 32.1%. RXN SMILES: [NH2:1][C:2]1[C:3]2[C:10]([C:11]3[CH:16]=[CH:15][C:14]([O:17][C:18]4[CH:23]=[CH:22][CH:21]=[CH:20][CH:19]=4)=[CH:13][CH:12]=3)=[CH:9][NH:8][C:4]=2[N:5]=[CH:6][N:7]=1.[H-].[Na+].CC1C=CC(S(O[CH:37]2[CH2:41][CH2:40][N:39]([C:42]([O:44][C:45]([CH3:48])([CH3:47])[CH3:46])=[O:43])[CH2:38]2)(=O)=O)=CC=1>CN(C=O)C.CCOC(C)=O.CO>[NH2:1][C:2]1[C:3]2[C:10]([C:11]3[CH:12]=[CH:13][C:14]([O:17][C:18]4[CH:23]=[CH:22][CH:21]=[CH:20][CH:19]=4)=[CH:15][CH:16]=3)=[CH:9][N:8]([CH:41]3[CH2:37][CH2:38][N:39]([C:42]([O:44][C:45]([CH3:48])([CH3:47])[CH3:46])=[O:43])[CH2:40]3)[C:4]=2[N:5]=[CH:6][N:7]=1 |f:1.2,5.6|. Reported procedure: To a solution of 4-amino-5-(4-phenoxyphenyl)-7H-pyrrolo[2,3-d]pyrimidine (2.0 g, 6.6 mmol) in dry DMF (120 ml) under nitrogen at 0° C. was added NaH (0.264 g, 60% dispeersion, 6.6 mmol) and then reaction mixture warmed to room temperature and stirred for 1 hr. tert-butyl 3-[(4-methylphenyl)sulfonyl]oxy-1-pyrrolidinecarboxylate (2.25 g, 6.6 mmol) was added portionwise and the mixture heated at 95° C. for 72 hr. Quench with water and extract with EtOAc (4×100 ml). Wash the combined organic solutio... Reactants: ClC=1C(=NC=C(C1)C(F)(F)F)OC1=CC=C(OC(C(=O)O)C)C=C1 (2-(4-(3-Chloro-5-trifluoromethyl-2-pyridyl-oxy)phenoxy) propionic acid), O (water), C1(CCCCC1)NC1CCCCC1 (dicyclohexylamine). Run in CN(C=O)C (dimethylformamide). Reaction conditions: temperature 60 celsius, time 3 hour. Yields the product O=C(COC(C(C)OC1=CC=C(C=C1)OC1=NC=C(C=C1Cl)C(F)(F)F)=O)C (2-(4(3-Chloro-5-trifluoromethyl-2-pyridyloxy)phenoxy)propionic acid 2-oxopropyl ester), product. Yield: 96.0%. RXN SMILES: [Cl:1][C:2]1[C:3]([O:12][C:13]2[CH:24]=[CH:23][C:16]([O:17][CH:18]([CH3:22])[C:19]([OH:21])=[O:20])=[CH:15][CH:14]=2)=[N:4][CH:5]=[C:6]([C:8]([F:11])([F:10])[F:9])[CH:7]=1.[CH:25]1(NC2CCCCC2)[CH2:30]CCC[CH2:26]1.[OH2:38]>CN(C)C=O>[O:38]=[C:25]([CH3:30])[CH2:26][O:20][C:19](=[O:21])[CH:18]([O:17][C:16]1[CH:23]=[CH:24][C:13]([O:12][C:3]2[C:2]([Cl:1])=[CH:7][C:6]([C:8]([F:11])([F:10])[F:9])=[CH:5][N:4]=2)=[CH:14][CH:15]=1)[CH3:22]. Reported procedure: 2-(4-(3-Chloro-5-trifluoromethyl-2-pyridyl-oxy)phenoxy) propionic acid (3.62 g) was dissolved in dimethylformamide (50 ml) and the solution was stirred with an addition of dicyclohexylamine (2.2 ml). The mixture was further stirred at a temperature of 60° C. for 3 hours. To the reaction mixture, 100 ml of water was added, followed by extracting with toluene. After washing with water, the mixture was dried over anhydrous magnesium sulfate, the solvent was distilled off under a reduced pressure, a... Reactants: C(C)(=O)OCC (ethyl acetate), BrC1=CC=C(CN)C=C1 (4-bromobenzyl amine), C(#N)C=1C=C(C=CC1)N=C=O (3-cyanophenyl isocyanate), CN(C=O)C (dimethylformamide), Cl (hydrochloric acid). Conditions: time 48 hour. The product is C(#N)C=1C=C(C=CC1)NC(=O)NC1=C(C=C(C=C1)Br)C (N-(3-cyanophenyl)-N'-(methyl(4-bromo)phenyl)urea). As a reaction SMILES: [Br:1][C:2]1[CH:9]=[CH:8][C:5](CN)=[CH:4][CH:3]=1.[C:10]([C:12]1[CH:13]=[C:14]([N:18]=[C:19]=[O:20])[CH:15]=[CH:16][CH:17]=1)#[N:11].Cl.C(OCC)(=O)C.C[N:29]([CH3:32])C=O>>[C:10]([C:12]1[CH:13]=[C:14]([NH:18][C:19]([NH:29][C:32]2[CH:8]=[CH:9][C:2]([Br:1])=[CH:3][C:4]=2[CH3:5])=[O:20])[CH:15]=[CH:16][CH:17]=1)#[N:11]. Reported procedure: A mixture of 4-bromobenzyl amine (3.81 g, 20 mmol) and 3-cyanophenyl isocyanate (2.65 g, 18.4 mmol) in dimethylformamide (60 mL) was stirred at ambient temperature for 48 h. The reaction was partioned between 1N hydrochloric acid solution (200 mL) and ethyl acetate (200 mL). The ethyl acetate solution was washed with water (5×100 mL), then dried (MgSO4) and evaporated to give 5.33 g of N-(3-cyanophenyl)-N'-(methyl(4-bromo)phenyl)urea. The reactants are CC(C)(C)c1ccc(Oc2ccc(N)cc2)cc1, CCOC(C)=O, Cc1ccc(S(=O)(=O)Cl)cc1C(=O)O, C1CCOC1, c1ccncc1. Yields the product Cc1ccc(S(=O)(=O)Nc2ccc(Oc3ccc(C(C)(C)C)cc3)cc2)cc1C(=O)O. Reaction SMILES: [C:1]([CH3:2])([CH3:3])([CH3:4])[c:5]1[cH:6][cH:7][c:8]([O:9][c:10]2[cH:11][cH:12][c:13]([NH2:16])[cH:14][cH:15]2)[cH:17][cH:18]1.[CH3:44][CH2:45][O:46][C:47](=[O:48])[CH3:49].[Cl:19][S:20](=[O:21])(=[O:22])[c:23]1[cH:24][cH:25][c:26]([CH3:32])[c:27]([C:28](=[O:29])[OH:30])[cH:31]1.[O:39]1[CH2:40][CH2:41][CH2:42][CH2:43]1.[cH:33]1[cH:34][cH:35][n:36][cH:37][cH:38]1>>[C:1]([CH3:2])([CH3:3])([CH3:4])[c:5]1[cH:6][cH:7][c:8]([O:9][c:10]2[cH:11][cH:12][c:13]([NH:16][S:20](=[O:21])(=[O:22])[c:23]3[cH:24][cH:25][c:26]([CH3:32])[c:27]([C:28](=[O:29])[OH:30])[cH:31]3)[cH:14][cH:15]2)[cH:17][cH:18]1. Starting materials: (±)-calanolide A, amylose carbamate, CCCC1=CC(=O)OC2=C1C3=C(C4=C2[C@@H]([C@H]([C@@H](O4)C)C)O)C=CC(O3)(C)C ((-) calanolide A), CCCCCC.C(C)(=O)OCC (hexane ethyl acetate). Solvent: CCCCCC.C(C)O (hexane ethanol). Product: CCCC1=CC(=O)OC2=C1C3=C(C4=C2C(C(C(O4)C)C)O)C=CC(O3)(C)C (calanolide A). As a reaction SMILES: [CH3:1][CH2:2][CH2:3][C:4]1[C:10]2[C:11]3[O:25][C:24]([CH3:27])([CH3:26])[CH:23]=[CH:22][C:12]=3[C:13]3[O:18][C@@H:17]([CH3:19])[C@H:16]([CH3:20])[C@@H:15]([OH:21])[C:14]=3[C:9]=2[O:8][C:6](=[O:7])[CH:5]=1.CCCCCC.C(OCC)(=O)C>CCCCCC.C(O)C>[CH3:1][CH2:2][CH2:3][C:4]1[C:10]2[C:11]3[O:25][C:24]([CH3:27])([CH3:26])[CH:23]=[CH:22][C:12]=3[C:13]3[O:18][CH:17]([CH3:19])[CH:16]([CH3:20])[CH:15]([OH:21])[C:14]=3[C:9]=2[O:8][C:6](=[O:7])[CH:5]=1 |f:1.2,3.4|. Reported procedure: The synthetic (±)-1 was resolved into enantiomers, (±)-calanolide A and (-) calanolide A, by preparative HPLC. Thus, using a normal phase silica gel HPLC column (250 mm×4.6 mm I.D. Zorbasil, 5 μm particle size, MAC-MOD Analytical, Inc., PA, USA), the synthetic (±)-1 appeared as one peak with a retention time of 10.15 minutes when hexane/ethyl acetate (70:30) was used as the mobile phase at a flow rate of 1.5 mL/min and a wavelength of 290 nm was used as the uv detector setting. However, on a chi... The reactants are OC=1C=C2C=C(NC2=CC1)C(=O)OCC (ethyl 5-hydroxyindole-2-carboxylate), C(C)O (ethanol), NN (hydrazine). Product: OC=1C=C2C(=CNC2=CC1)C(=O)NN (5-hydroxyindole-3-carboxylic acid hydrazide). Isolated yield 85.0%. As a reaction SMILES: [OH:1][C:2]1[CH:3]=[C:4]2[C:8](=[CH:9][CH:10]=1)[NH:7][C:6](C(OCC)=O)=[CH:5]2.[NH2:16][NH2:17].[CH2:18]([OH:20])C>>[OH:1][C:2]1[CH:3]=[C:4]2[C:8](=[CH:9][CH:10]=1)[NH:7][CH:6]=[C:5]2[C:18]([NH:16][NH2:17])=[O:20]. Procedure details: To a sample of ethyl 5-hydroxyindole-2-carboxylate (5 g, 24 mmol), dissolved in ethanol (250 mL) was added hydrazine (4 mL, 121 mmol). The reaction was refluxed overnight under nitrogen. Upon cooling the reaction vessel, the desired product crystallized. The white solid was isolated by filtration. Recrystallization from hot ethanol gave the 5-hydroxyindole-3-carboxylic acid hydrazide in 85% yield. Starting materials: CC(=O)O[BH-](OC(C)=O)OC(C)=O, CCCN(CC1CC1)c1cc(C(=O)Nc2ccc(C=O)cc2C)ncn1, ClCCl, OCC1CCCNC1, [Na+]. Product: CCCN(CC1CC1)c1cc(C(=O)Nc2ccc(CN3CCCC(CO)C3)cc2C)ncn1. Reaction SMILES: [C:35]([O:36][BH-:37]([O:38][C:39](=[O:40])[CH3:41])[O:42][C:43](=[O:44])[CH3:45])(=[O:46])[CH3:47].[CH:9]1([CH2:12][N:13]([c:14]2[cH:15][c:16]([C:20](=[O:21])[NH:22][c:23]3[c:24]([CH3:31])[cH:25][c:26]([CH:29]=[O:30])[cH:27][cH:28]3)[n:17][cH:18][n:19]2)[CH2:32][CH2:33][CH3:34])[CH2:10][CH2:11]1.[Cl:49][CH2:50][Cl:51].[NH:1]1[CH2:2][CH:3]([CH2:7][OH:8])[CH2:4][CH2:5][CH2:6]1.[Na+:48]>>[N:1]1([CH2:29][c:26]2[cH:25][c:24]([CH3:31])[c:23]([NH:22][C:20]([c:16]3[cH:15][c:14]([N:13]([CH2:12][CH:9]4[CH2:10][CH2:11]4)[CH2:32][CH2:33][CH3:34])[n:19][cH:18][n:17]3)=[O:21])[cH:28][cH:27]2)[CH2:2][CH:3]([CH2:7][OH:8])[CH2:4][CH2:5][CH2:6]1. Reactants: CC(C)C[Al+]CC(C)C, Cc1ccccc1, [H-], CC(CC#N)C1CC=C2C3=C(CCC21C)C1(C)CCC(O)C(C)(C)C1CC3, O=S(=O)(O)O. The product is CC(CC=O)C1CC=C2C3=C(CCC21C)C1(C)CCC(O)C(C)(C)C1CC3. As a reaction SMILES: [CH2:2]([Al+:3][CH2:4][CH:5]([CH3:6])[CH3:7])[CH:8]([CH3:9])[CH3:10].[CH3:43][c:44]1[cH:45][cH:46][cH:47][cH:48][cH:49]1.[H-:1].[OH:11][CH:12]1[C:13]([CH3:36])([CH3:37])[CH:14]2[CH2:15][CH2:16][C:17]3=[C:30]([CH2:29][CH2:28][C:27]4([CH3:35])[C:18]3=[CH:19][CH2:20][CH:21]4[CH:22]([CH2:23][C:24]#[N:25])[CH3:26])[C:31]2([CH3:34])[CH2:32][CH2:33]1.[S:38]([OH:39])(=[O:40])(=[O:41])[OH:42]>>[OH:11][CH:12]1[C:13]([CH3:36])([CH3:37])[CH:14]2[CH2:15][CH2:16][C:17]3=[C:30]([CH2:29][CH2:28][C:27]4([CH3:35])[C:18]3=[CH:19][CH2:20][CH:21]4[CH:22]([CH2:23][CH:24]=[O:39])[CH3:26])[C:31]2([CH3:34])[CH2:32][CH2:33]1.